describe an organic reaction: reactants, conditions, products, and yield From a dataset of the Open Reaction Database (ORD), a public repository of structured organic reaction records. Reactants: N#Cc1ccc(F)cc1, CC(O)C(F)(F)F, [H-], [Na+], CN(C)C=O, O. The product is CC(Oc1ccc(C#N)cc1)C(F)(F)F. RXN SMILES: [F:10][c:11]1[cH:12][cH:13][c:14]([C:15]#[N:16])[cH:17][cH:18]1.[F:3][C:4]([CH:5]([CH3:6])[OH:7])([F:8])[F:9].[H-:1].[Na+:2].[O:19]=[CH:20][N:21]([CH3:22])[CH3:23].[OH2:24]>>[F:3][C:4]([CH:5]([CH3:6])[O:7][c:11]1[cH:12][cH:13][c:14]([C:15]#[N:16])[cH:17][cH:18]1)([F:8])[F:9]. The reactants are O=[N+]([O-])c1cc(Br)ccc1F, CC(=O)OC(C)=O, CC(=O)O, [Fe]. The product is CC(=O)Nc1cc(Br)ccc1F. As a reaction SMILES: [Br:1][c:2]1[cH:3][c:4]([N+:9]([O-:10])=[O:11])[c:5]([F:8])[cH:6][cH:7]1.[CH3:12][C:13](=[O:14])[O:15][C:16](=[O:17])[CH3:18].[CH3:19][C:20](=[O:21])[OH:22].[Fe:23]>>[Br:1][c:2]1[cH:3][c:4]([NH:9][C:13]([CH3:12])=[O:14])[c:5]([F:8])[cH:6][cH:7]1. Starting materials: C1(=CC=CC=C1)P(C1=CC=CC=C1)C1=CC=CC=C1 (triphenylphosphine), [H-].[Na+] (sodium hydride), BrC=1C=C2C(=CN(C2=CC1)S(=O)(=O)C1=CC=C(C)C=C1)C[C@@H]1N(CCC1)C ((R)-5-bromo-3-(1-methyl-2-pyrrolidinylmethyl)-1-tosyl-1H-indole), [BH4-].[Na+] (sodium borohydride), C(C)(C)(C)N(S(=O)(=O)CC#N)C (N-tert-Butyl-1-cyano-N-methylmethanesulfonamide). Reagents/catalysts: Cl[Pd]([P](C1=CC=CC=C1)(C2=CC=CC=C2)C3=CC=CC=C3)([P](C4=CC=CC=C4)(C5=CC=CC=C5)C6=CC=CC=C6)Cl (dichlorobis(triphenylphosphine)palladium). The solvent is COCCOC (ethyleneglycol dimethylether), COCCOC (ethyleneglycol dimethyl ether), O (water). Conditions: temperature 2.5 celsius, time 5 minute. Yields the product C(C)(C)(C)N(S(=O)(=O)C(C=1C=C2C(=CN(C2=CC1)S(=O)(=O)C1=CC=C(C)C=C1)C[C@@H]1N(CCC1)C)C#N)C (N-tert-Butyl-1-cyano-N-methyl-1-[(R)-3-(1-methyl-2-pyrrolidinylmethyl)-1-tosyl-1H-indol-5-yl]methanesulfonamide). The yield is 44.2%. RXN SMILES: C1(P(C2C=CC=CC=2)C2C=CC=CC=2)C=CC=CC=1.[BH4-].[Na+].[C:22]([N:26]([CH3:33])[S:27]([CH2:30][C:31]#[N:32])(=[O:29])=[O:28])([CH3:25])([CH3:24])[CH3:23].[H-].[Na+].Br[C:37]1[CH:38]=[C:39]2[C:43](=[CH:44][CH:45]=1)[N:42]([S:46]([C:49]1[CH:55]=[CH:54][C:52]([CH3:53])=[CH:51][CH:50]=1)(=[O:48])=[O:47])[CH:41]=[C:40]2[CH2:56][C@H:57]1[CH2:61][CH2:60][CH2:59][N:58]1[CH3:62]>COCCOC.Cl[Pd](Cl)([P](C1C=CC=CC=1)(C1C=CC=CC=1)C1C=CC=CC=1)[P](C1C=CC=CC=1)(C1C=CC=CC=1)C1C=CC=CC=1.O>[C:22]([N:26]([CH3:33])[S:27]([CH:30]([C:31]#[N:32])[C:37]1[CH:38]=[C:39]2[C:43](=[CH:44][CH:45]=1)[N:42]([S:46]([C:49]1[CH:55]=[CH:54][C:52]([CH3:53])=[CH:51][CH:50]=1)(=[O:47])=[O:48])[CH:41]=[C:40]2[CH2:56][C@H:57]1[CH2:61][CH2:60][CH2:59][N:58]1[CH3:62])(=[O:28])=[O:29])([CH3:25])([CH3:24])[CH3:23] |f:1.2,4.5,^1:71,90|. Reported procedure: To a stirred suspension of dichlorobis(triphenylphosphine)palladium (II) (704 mg, 1 mmol) and triphenylphosphine (525 mg, 2 mmol) in ethyleneglycol dimethylether (5 ml) at ambient temperature under an atmosphere of nitrogen was added sodium borohydride (38 mg, 1 mmol) in one portion. The green slurry was stirred for 5 min, then N-tert-butyl-cyano-N-methylmethanesulfonamide (from step (c), 1.04 g, 5.4 mmol) was added in one portion. The green slurry was then cooled to 0-5° C. and sodium hydride (... Starting materials: C(#N)C1=C(C=C(C=C1)N(CC(=O)O)CC1CC1)C(F)(F)F (N-[4-cyano-3-(trifluoromethyl)phenyl]-N-(cyclopropylmethyl)glycine), NC1=CC=CC=C1 (aniline). Product: C(#N)C1=C(C=C(C=C1)N(CC(=O)NC1=CC=CC=C1)CC1CC1)C(F)(F)F (N2-[4-Cyano-3-(trifluoromethyl)phenyl]-N2-(cyclopropylmethyl)-N1-phenylglycinamide). As a reaction SMILES: [C:1]([C:3]1[CH:8]=[CH:7][C:6]([N:9]([CH2:14][CH:15]2[CH2:17][CH2:16]2)[CH2:10][C:11]([OH:13])=O)=[CH:5][C:4]=1[C:18]([F:21])([F:20])[F:19])#[N:2].[NH2:22][C:23]1[CH:28]=[CH:27][CH:26]=[CH:25][CH:24]=1>>[C:1]([C:3]1[CH:8]=[CH:7][C:6]([N:9]([CH2:14][CH:15]2[CH2:17][CH2:16]2)[CH2:10][C:11]([NH:22][C:23]2[CH:28]=[CH:27][CH:26]=[CH:25][CH:24]=2)=[O:13])=[CH:5][C:4]=1[C:18]([F:21])([F:20])[F:19])#[N:2]. Procedure details: Synthesized as described for Example 91C using N-[4-cyano-3-(trifluoromethyl)phenyl]-N-(cyclopropylmethyl)glycine and aniline: MS (APCI) m/z 374 (M+1). Starting materials: N[C@@H](CC1=CC=CC=C1)C(=O)O (L-phenylalanine), [OH-].[Na+] (NaOH). Product: [Na+].N[C@@H](CC1=CC=CC=C1)C(=O)[O-] (L-phenylalanine sodium salt). As a reaction SMILES: [NH2:1][C@H:2]([C:10]([OH:12])=[O:11])[CH2:3][C:4]1[CH:9]=[CH:8][CH:7]=[CH:6][CH:5]=1.[OH-].[Na+:14]>>[Na+:14].[NH2:1][C@H:2]([C:10]([O-:12])=[O:11])[CH2:3][C:4]1[CH:9]=[CH:8][CH:7]=[CH:6][CH:5]=1 |f:1.2,3.4|. Reported procedure: A solution of N-(2-chloro-6-methylbenzoyl)-4-[(2,6-dichlorophenyl)carbonyl]amino]-L-phenylalanine (0.15 g) in 1.0 N NaOH (0.3 mL) was applied to a 2×20 cm open column of C-18 reversed phase silica gel (40-63 μM, RP Silica Gel60, as supplied by EM Separations, Cat. 10167) eluting with water, then with 40-50% methanol in water to give N-(2-chloro-6-methylbenzoyl)-4-[(2,6-dichlorophenyl)carbonyl]amino]-L-phenylalanine sodium salt (147 mg) as an amorphous white solid after lyophilization.